Dataset: the Open Reaction Database (ORD), a public repository of structured organic reaction records. Task: describe an organic reaction: reactants, conditions, products, and yield The reactants are BrCc1ccccc1, COc1c(C)c(Cc2ccc(O)c(C=O)c2)c(OC)c(OC)c1OC, CC(C)=O, [Na+], [Na+], O=C([O-])[O-]. Yields the product COc1c(C)c(Cc2ccc(OCc3ccccc3)c(C=O)c2)c(OC)c(OC)c1OC. Reaction SMILES: [Br:32][CH2:33][c:34]1[cH:35][cH:36][cH:37][cH:38][cH:39]1.[CH3:1][O:2][c:3]1[c:4]([CH3:25])[c:5]([CH2:6][c:7]2[cH:8][cH:9][c:10]([OH:15])[c:11]([CH:12]=[O:13])[cH:14]2)[c:16]([O:23][CH3:24])[c:17]([O:21][CH3:22])[c:18]1[O:19][CH3:20].[CH3:40][C:41](=[O:42])[CH3:43].[Na+:26].[Na+:27].[O-:28][C:29](=[O:30])[O-:31]>>[CH3:1][O:2][c:3]1[c:4]([CH3:25])[c:5]([CH2:6][c:7]2[cH:8][cH:9][c:10]([O:15][CH2:33][c:34]3[cH:35][cH:36][cH:37][cH:38][cH:39]3)[c:11]([CH:12]=[O:13])[cH:14]2)[c:16]([O:23][CH3:24])[c:17]([O:21][CH3:22])[c:18]1[O:19][CH3:20]. Reactants: COC(=O)c1ccc(NC(=O)N2CCCCc3ccccc32)cc1, CO, Cl, [Na+], C1CCOC1, [OH-]. Yields the product O=C(O)c1ccc(NC(=O)N2CCCCc3ccccc32)cc1. Reaction SMILES: [C:5](=[O:6])([O:7][CH3:8])[c:9]1[cH:10][cH:11][c:12]([NH:15][C:16](=[O:17])[N:18]2[CH2:19][CH2:20][CH2:21][CH2:22][c:23]3[c:24]2[cH:25][cH:26][cH:27][cH:28]3)[cH:13][cH:14]1.[CH3:3][OH:4].[ClH:29].[Na+:2].[O:30]1[CH2:31][CH2:32][CH2:33][CH2:34]1.[OH-:1]>>[C:5](=[O:6])([OH:7])[c:9]1[cH:10][cH:11][c:12]([NH:15][C:16](=[O:17])[N:18]2[CH2:19][CH2:20][CH2:21][CH2:22][c:23]3[c:24]2[cH:25][cH:26][cH:27][cH:28]3)[cH:13][cH:14]1.